From a dataset of the Open Reaction Database (ORD), a public repository of structured organic reaction records. describe an organic reaction: reactants, conditions, products, and yield Starting materials: C1(=CC=CC=C1)CCCN (3-phenylpropan-1-amine), C1N(CC=2C=NC=CC21)C(=O)NC2=CC=C(C=C2)N2CC(C2)C(=O)O (1-(4-(2,3-dihydro-1H-pyrrolo[3,4-c]pyridine-2-carboxamido)phenyl)azetidine-3-carboxylic acid), C1N(CC2=CC=CC=C12)C(=O)NC1=CC=C(C(=O)O)C=C1 (4-(isoindoline-2-carboxamido)benzoic acid). Yields the product CC(CCNC(=O)C1CN(C1)C1=CC=C(C=C1)NC(=O)N1CC=2C=NC=CC2C1)C (N-(4-{3-[(3-methylbutyl)carbamoyl]azetidin-1-yl}phenyl)-1,3-dihydro-2H-pyrrolo[3,4-c]pyridine-2-carboxamide). As a reaction SMILES: C1(CCCN)C=CC=CC=1.[CH2:11]1[C:19]2[CH:18]=[CH:17][N:16]=[CH:15][C:14]=2[CH2:13][N:12]1[C:20]([NH:22][C:23]1[CH:28]=[CH:27][C:26]([N:29]2[CH2:32][CH:31]([C:33](O)=[O:34])[CH2:30]2)=[CH:25][CH:24]=1)=[O:21].[CH2:36]1[C:44]2[C:39](=[CH:40]C=CC=2)[CH2:38][N:37]1C(NC1C=CC(C(O)=O)=CC=1)=O>>[CH3:38][CH:39]([CH3:40])[CH2:44][CH2:36][NH:37][C:33]([CH:31]1[CH2:30][N:29]([C:26]2[CH:25]=[CH:24][C:23]([NH:22][C:20]([N:12]3[CH2:11][C:19]4[CH:18]=[CH:17][N:16]=[CH:15][C:14]=4[CH2:13]3)=[O:21])=[CH:28][CH:27]=2)[CH2:32]1)=[O:34]. Reported procedure: The title compound was prepared as described in Example 1C, substituting 3-methylbutan-1-amine for 3-phenylpropan-1-amine and 1-(4-(2,3-dihydro-1H-pyrrolo[3,4-c]pyridine-2-carboxamido)phenyl)azetidine-3-carboxylic acid for 4-(isoindoline-2-carboxamido)benzoic acid. 1H NMR (300 MHz, DMSO-d6) δ ppm 8.59 (s, 1H), 8.49 (d, J=5.0 Hz, 1H), 8.13 (s, 1H), 7.90 (t, J=5.5 Hz, 1H), 7.42 (d, J=4.8 Hz, 1H), 7.34-7.27 (m, 2H), 6.41-6.34 (m, 2H), 4.79-4.73 (m, 4H), 3.94-3.85 (m, 2H), 3.76-3.69 (m, 2H), 3.47-3.... The reactants are C(C=1C(O)=CC=CC1)=NC1[C@@H]2N(C(=C(CS2)CCl)C(=O)OC(C2=CC=CC=C2)C2=CC=CC=C2)C1=O (benzhydryl 7-salicylideneamino-3-chloromethyl-3-cephem-4-carboxylate), C1(=CC=CC=C1)P(C1=CC=CC=C1)C1=CC=CC=C1 (triphenylphosphine), [I-].[Na+] (sodium iodide), C(C)(C)O (isopropyl alcohol). Run in CN(C=O)C (dimethylformamide). Product: C(C=1C(O)=CC=CC1)=NC1[C@@H]2N(C(=C(CS2)C=C)C(=O)OC(C2=CC=CC=C2)C2=CC=CC=C2)C1=O (benzhydryl 7-salicylideneamino-3-vinyl-3-cephem-4-carboxylate). Isolated yield 78.4%. Reaction SMILES: [CH:1](=[N:9][CH:10]1[C:35](=[O:36])[N:12]2[C:13]([C:19]([O:21][CH:22]([C:29]3[CH:34]=[CH:33][CH:32]=[CH:31][CH:30]=3)[C:23]3[CH:28]=[CH:27][CH:26]=[CH:25][CH:24]=3)=[O:20])=[C:14]([CH2:17]Cl)[CH2:15][S:16][C@H:11]12)[C:2]1[C:3](=[CH:5][CH:6]=[CH:7][CH:8]=1)[OH:4].[C:37]1(P(C2C=CC=CC=2)C2C=CC=CC=2)C=CC=CC=1.[I-].[Na+].C(O)(C)C>CN(C)C=O>[CH:1](=[N:9][CH:10]1[C:35](=[O:36])[N:12]2[C:13]([C:19]([O:21][CH:22]([C:29]3[CH:34]=[CH:33][CH:32]=[CH:31][CH:30]=3)[C:23]3[CH:28]=[CH:27][CH:26]=[CH:25][CH:24]=3)=[O:20])=[C:14]([CH:17]=[CH2:37])[CH2:15][S:16][C@H:11]12)[C:2]1[C:3](=[CH:5][CH:6]=[CH:7][CH:8]=1)[OH:4] |f:2.3|. Procedure: To a cooled solution of benzhydryl 7-salicylideneamino-3-chloromethyl-3-cephem-4-carboxylate (4 g) in dimethylformamide (10 ml) were added triphenylphosphine (2.2 g) and sodium iodide with stirring. After stirring for 2 hours at ambient temperature, the reaction mixture was poured into isopropyl alcohol (250 ml), and the precipitated solids (6.7 g) were collected by filtration. To a stirred solution of the above solids in methylene chloride (10 ml) and water (5 ml) was added 36% formaldehyde sol... Reactants: FC(C(=O)NCC1=CC(=CC=C1)NC1=NC=CC(=N1)C=1C(=NN2C1C=CC=C2)C2=CC(=CC=C2)NC(CC=2SC=CC2)=O)(F)F (2,2,2-trifluoro-N-[(3-{[4-(2-{3-[(2-thienylacetyl)amino]phenyl}-pyrazolo[1,5-a]pyridin-3-yl)-2-pyrimidinyl]amino}phenyl)methyl]acetamide), O[Li].O (LiOH hydrate). Run in C1CCOC1 (THF), O (water), C(Cl)Cl (DCM). Run at temperature 50 celsius. The product is NCC=1C=C(C=CC1)NC1=NC=CC(=N1)C=1C(=NN2C1C=CC=C2)C=2C=C(C=CC2)NC(CC=2SC=CC2)=O (N-{3-[3-(2-{[3-(Aminomethyl)phenyl]amino}-4-pyrimidinyl)pyrazolo[1,5-a]pyridin-2-yl]phenyl}-2-(2-thienyl)acetamide). The yield is 94.0%. Reaction SMILES: FC(F)(F)C([NH:5][CH2:6][C:7]1[CH:12]=[CH:11][CH:10]=[C:9]([NH:13][C:14]2[N:19]=[C:18]([C:20]3[C:21]([C:29]4[CH:34]=[CH:33][CH:32]=[C:31]([NH:35][C:36](=[O:43])[CH2:37][C:38]5[S:39][CH:40]=[CH:41][CH:42]=5)[CH:30]=4)=[N:22][N:23]4[CH:28]=[CH:27][CH:26]=[CH:25][C:24]=34)[CH:17]=[CH:16][N:15]=2)[CH:8]=1)=O.O[Li].O>C1COCC1.O.C(Cl)Cl>[NH2:5][CH2:6][C:7]1[CH:8]=[C:9]([NH:13][C:14]2[N:19]=[C:18]([C:20]3[C:21]([C:29]4[CH:30]=[C:31]([NH:35][C:36](=[O:43])[CH2:37][C:38]5[S:39][CH:40]=[CH:41][CH:42]=5)[CH:32]=[CH:33][CH:34]=4)=[N:22][N:23]4[CH:28]=[CH:27][CH:26]=[CH:25][C:24]=34)[CH:17]=[CH:16][N:15]=2)[CH:10]=[CH:11][CH:12]=1 |f:1.2|. Reported procedure: To a solution of 2,2,2-trifluoro-N-[(3-{[4-(2-{3-[(2-thienylacetyl)amino]phenyl}-pyrazolo[1,5-a]pyridin-3-yl)-2-pyrimidinyl]amino}phenyl)methyl]acetamide (71 mg, 0.11 mmol) in THF (3 mL) was added LiOH hydrate (10 mg, 0.21 mmol) in water (0.5 mL). The solution was heated to 50° C. for 2 h, and then diluted with DCM, washed with 1N Na2CO3, dried over Na2SO4, and concentrated to generate the title compound in 94% yield. 1H NMR (400 MHz, d6-DMSO) 610.37 (s, 1H), 9.51 (s, 1H), 8.83 (d, J=6.8 Hz, 1H)... Starting materials: C(C)OC(=O)C=1C(=C2C(=NC1)NN=C2)OCC (4-ethoxy-1H-pyrazolo[3,4-b]pyridine-5-carboxylic acid ethyl ester), C(CCC)N (butylamine). The solvent is O (water). The product is C(C)OC(=O)C=1C(=C2C(=NC1)NN=C2)NCCCC (4-butylamino-1H-pyrazolo[3,4-b]pyridine-5-carboxylic acid ethyl ester). Yield: 21.6%. As a reaction SMILES: [CH2:1]([O:3][C:4]([C:6]1[C:7](OCC)=[C:8]2[CH:14]=[N:13][NH:12][C:9]2=[N:10][CH:11]=1)=[O:5])[CH3:2].[CH2:18]([NH2:22])[CH2:19][CH2:20][CH3:21]>O>[CH2:1]([O:3][C:4]([C:6]1[C:7]([NH:22][CH2:18][CH2:19][CH2:20][CH3:21])=[C:8]2[CH:14]=[N:13][NH:12][C:9]2=[N:10][CH:11]=1)=[O:5])[CH3:2]. Procedure details: 2.35 g of 4-ethoxy-1H-pyrazolo[3,4-b]pyridine-5-carboxylic acid ethyl ester (0.1 mol) is treated with 2.2 g of butylamine (0.03 mol) at 90° for 1 hour. After this period the mixture is cooled, diluted with 20 ml of water and the white crystalline precipitate is filtered off. Recrystallization from diethyl ether yields 1.7 g of 4-butylamino-1H-pyrazolo[3,4-b]pyridine-5-carboxylic acid ethyl ester (72%), m.p. 181°.